Dataset: the Open Reaction Database (ORD), a public repository of structured organic reaction records. Task: describe an organic reaction: reactants, conditions, products, and yield Solvent: O (water), C(C)O (ethanol), ClCCl (dichloromethane). RXN SMILES: CO.[C:3](Cl)(=[O:7])[C:4](Cl)=O.[BH4-].[Na+].S(=O)(=O)(O)O.[C:16]12(CS(O)(=O)=O)C(C)(C)[CH:20]([CH2:21][CH2:22]1)[CH2:19][C:17]2=[O:18]>ClCCl.C(O)C.O>[C@@H:4]12[C:3](=[O:7])[O:18][CH2:17][C@@H:16]1[CH2:22][CH:21]=[CH:20][CH2:19]2 |f:2.3|. Product: [C@@H]12CC=CC[C@H]2COC1=O (cis-8-Oxabicyclo[4.3.0]non-3-en-9-one). The reactants are [BH4-].[Na+] (sodium borohydride), C(C(=O)Cl)(=O)Cl (oxalyl chloride), C12(C(=O)CC(CC1)C2(C)C)CS(=O)(=O)O (10-camphorsulphonic acid), Cis-Cyclohexene-1,2-dicarboxylic anhydride, CO (methanol), monomethyl ester, S(O)(O)(=O)=O (sulphuric acid). Procedure details: Cis-Cyclohexene-1,2-dicarboxylic anhydride (30.4 g, 200 mmol) in methanol (9 ml, 220 mmol) is heated at the boil for 1 h. Excess solyent is then evaporated. 33.2 g (180 mmol) of the resulting monomethyl ester are, at 0° C. and under argon, dissolved in 200 ml of dry dichloromethane and admixed dropwise with oxalyl chloride (32 g, 252 mmol). After the evolution of gas has ceased, stirring at room temperature is continued for 3 h. The solyent is then removed under reduced pressure and the residue ... Conditions: time 3 hour.